This data is from the Open Reaction Database (ORD), a public repository of structured organic reaction records. The task is: describe an organic reaction: reactants, conditions, products, and yield The reactants are FC1=CC(=C(C=C1)C1=C(C=NC=C1)N(C(C1=CC(=CC(=C1)C(F)(F)F)C(F)(F)F)=O)C)O (N-[4-(4-fluoro-2-hydroxy-phenyl)-pyridin-3-yl]-N-methyl-3,5-bis-trifluoromethyl-benzamide), ClCCO (2-chloroethanol), solid. The product is FC1=CC(=C(C=C1)C1=C(C=NC=C1)N(C(C1=CC(=CC(=C1)C(F)(F)F)C(F)(F)F)=O)C)OCCO (N-{4-[4-Fluoro-2-(2-hydroxy-ethoxy)-phenyl]-pyridin-3-yl}-N-methyl-3,5-bis-trifluoromethyl-benzamide). Reaction SMILES: [F:1][C:2]1[CH:7]=[CH:6][C:5]([C:8]2[CH:13]=[CH:12][N:11]=[CH:10][C:9]=2[N:14]([CH3:31])[C:15](=[O:30])[C:16]2[CH:21]=[C:20]([C:22]([F:25])([F:24])[F:23])[CH:19]=[C:18]([C:26]([F:29])([F:28])[F:27])[CH:17]=2)=[C:4]([OH:32])[CH:3]=1.Cl[CH2:34][CH2:35][OH:36]>>[F:1][C:2]1[CH:7]=[CH:6][C:5]([C:8]2[CH:13]=[CH:12][N:11]=[CH:10][C:9]=2[N:14]([CH3:31])[C:15](=[O:30])[C:16]2[CH:17]=[C:18]([C:26]([F:27])([F:28])[F:29])[CH:19]=[C:20]([C:22]([F:25])([F:24])[F:23])[CH:21]=2)=[C:4]([O:32][CH2:34][CH2:35][OH:36])[CH:3]=1. Reported procedure: The title compound was prepared in analogy to example 49, from N-[4-(4-fluoro-2-hydroxy-phenyl)-pyridin-3-yl]-N-methyl-3,5-bis-trifluoromethyl-benzamide (example 48) and 2-chloroethanol (CAS RN 107-07-3). Off-white solid (62%). MS (ESI): m/z=502.9 [M+H]+. Reactants: CCCCCCCCCOC1C(O)C(CO)OC1n1ccc(NC(=O)c2ccccc2)nc1=O, COc1cccc(C(Cl)(c2ccccc2)c2ccccc2)c1OC. Yields the product CCCCCCCCCOC1C(O)C(COC(c2ccccc2)(c2ccccc2)c2cccc(OC)c2OC)OC1n1ccc(NC(=O)c2ccccc2)nc1=O. As a reaction SMILES: [C:1]([c:2]1[cH:3][cH:4][cH:5][cH:6][cH:7]1)(=[O:8])[NH:9][c:10]1[n:11][c:12](=[O:34])[n:13]([CH:14]2[CH:15]([O:16][CH2:17][CH2:18][CH2:19][CH2:20][CH2:21][CH2:22][CH2:23][CH2:24][CH3:25])[CH:26]([OH:27])[CH:28]([CH2:29][OH:30])[O:31]2)[cH:32][cH:33]1.[CH3:35][O:36][c:37]1[c:38]([O:57][CH3:58])[c:39]([C:40]([c:41]2[cH:42][cH:43][cH:44][cH:45][cH:46]2)([c:47]2[cH:48][cH:49][cH:50][cH:51][cH:52]2)[Cl:53])[cH:54][cH:55][cH:56]1>>[C:1]([c:2]1[cH:3][cH:4][cH:5][cH:6][cH:7]1)(=[O:8])[NH:9][c:10]1[n:11][c:12](=[O:34])[n:13]([CH:14]2[CH:15]([O:16][CH2:17][CH2:18][CH2:19][CH2:20][CH2:21][CH2:22][CH2:23][CH2:24][CH3:25])[CH:26]([OH:27])[CH:28]([CH2:29][O:30][C:40]([c:39]3[c:38]([O:57][CH3:58])[c:37]([O:36][CH3:35])[cH:56][cH:55][cH:54]3)([c:41]3[cH:42][cH:43][cH:44][cH:45][cH:46]3)[c:47]3[cH:48][cH:49][cH:50][cH:51][cH:52]3)[O:31]2)[cH:32][cH:33]1. Starting materials: CC(C)c1ccccc1, CC(C)=O, [O-]O, Oc1ccccc1, CC(C)c1ccccc1. Yields the product CC(C)(O)c1ccccc1. RXN SMILES: [CH3:1][CH:2]([CH3:3])[c:4]1[cH:5][cH:6][cH:7][cH:8][cH:9]1.[CH3:28][C:29](=[O:30])[CH3:31].[O-:10][OH:11].[OH:21][c:22]1[cH:23][cH:24][cH:25][cH:26][cH:27]1.[c:12]1([CH:13]([CH3:14])[CH3:15])[cH:16][cH:17][cH:18][cH:19][cH:20]1>>[CH3:1][C:2]([CH3:3])([c:4]1[cH:5][cH:6][cH:7][cH:8][cH:9]1)[OH:21]. Starting materials: C1CCOC1, [Li]CCCC, CC(=O)O, CCCCCC, O=Cc1cc(Cl)ccc1[N+](=O)[O-], Clc1cccc(Cl)c1. The product is O=[N+]([O-])c1ccc(Cl)cc1C(O)c1c(Cl)cccc1Cl. Reaction SMILES: [CH2:30]1[O:31][CH2:32][CH2:33][CH2:34]1.[CH2:9]([Li:10])[CH2:11][CH2:12][CH3:13].[CH3:26][C:27](=[O:28])[OH:29].[CH3:35][CH2:36][CH2:37][CH2:38][CH2:39][CH3:40].[Cl:14][c:15]1[cH:16][cH:17][c:18]([N+:23](=[O:24])[O-:25])[c:19]([CH:20]=[O:21])[cH:22]1.[Cl:1][c:2]1[cH:3][cH:4][cH:5][c:6]([Cl:7])[cH:8]1>>[Cl:1][c:2]1[cH:3][cH:4][cH:5][c:6]([Cl:7])[c:8]1[CH:20]([c:19]1[c:18]([N+:23](=[O:24])[O-:25])[cH:17][cH:16][c:15]([Cl:14])[cH:22]1)[OH:21]. Reactants: CN(C)C=O, O=C1CC(=O)C2CCC1C2, Cl, O=C=Nc1cc(C(F)(F)F)cc(C(F)(F)F)c1, [H-], [Na+], O. Product: O=C(Nc1cc(C(F)(F)F)cc(C(F)(F)F)c1)C1C(=O)C2CCC(C2)C1=O. RXN SMILES: [CH3:31][N:32]([CH3:33])[CH:34]=[O:35].[CH:1]12[C:2](=[O:10])[CH2:3][C:4](=[O:9])[CH:5]([CH2:6][CH2:7]1)[CH2:8]2.[ClH:30].[F:11][C:12]([c:13]1[cH:14][c:15]([N:23]=[C:24]=[O:25])[cH:16][c:17]([C:19]([F:20])([F:21])[F:22])[cH:18]1)([F:26])[F:27].[H-:28].[Na+:29].[OH2:36]>>[CH:1]12[C:2](=[O:10])[CH:3]([C:24]([NH:23][c:15]3[cH:14][c:13]([C:12]([F:11])([F:26])[F:27])[cH:18][c:17]([C:19]([F:20])([F:21])[F:22])[cH:16]3)=[O:25])[C:4](=[O:9])[CH:5]([CH2:6][CH2:7]1)[CH2:8]2. Starting materials: Cl (hydrochloric acid), COC1=CC=C(CNC2=NC=C(C(=C2)NCCOC)C(F)(F)F)C=C1 (N2-(4-methoxybenzyl)-N4-(2-methoxyethyl)-5-(trifluoromethyl)pyridine-2,4-diamine), COC1=CC=C(CNC2=NC=C(C(=C2)NCCOC)C(F)(F)F)C=C1 (N2-(4-methoxybenzyl)-N4-(2-methoxyethyl)-5-(trifluoromethyl)pyridine-2,4-diamine), C(=O)(O)[O-].[Na+] (NaHCO3). Run at time 4.5 hour. Yields the product COCCNC1=CC(=NC=C1C(F)(F)F)N (N4-(2-methoxyethyl)-5-(trifluoromethyl)pyridine-2,4-diamine). RXN SMILES: Cl.COC1C=CC(C[NH:9][C:10]2[CH:15]=[C:14]([NH:16][CH2:17][CH2:18][O:19][CH3:20])[C:13]([C:21]([F:24])([F:23])[F:22])=[CH:12][N:11]=2)=CC=1.C([O-])(O)=O.[Na+]>>[CH3:20][O:19][CH2:18][CH2:17][NH:16][C:14]1[C:13]([C:21]([F:24])([F:22])[F:23])=[CH:12][N:11]=[C:10]([NH2:9])[CH:15]=1 |f:2.3|. Procedure details: Concentrated hydrochloric acid (1.5 ml) was added to N2-(4-methoxybenzyl)-N4-(2-methoxyethyl)-5-(trifluoromethyl)pyridine-2,4-diamine (intermediate 85, 280 mg, 0.788 mmol) at room temperature. After stirring for 4.5 h the reaction mixture was neutralised with saturated aqueous NaHCO3 solution, extracted with DCM (4×), dried over Na2SO4 and evaporated. The residue was applied to a 12 g RediSep® silica column as a DCM solution and purified by normal phase chromatography, eluting with a gradient fr... Reactants: C(C)(C)(C)OC(=O)N1CCC(CC1)SC1=CC=C(C=C1)O (1-tert-Butoxycarbonyl-4-[(4-hydroxyphenyl)sulfanyl]piperidine), C(C)I (ethyl iodide), C([O-])([O-])=O.[K+].[K+] (potassium carbonate). Run in CN(C)C=O (DMF). Conditions: temperature 60 celsius, time 20 hour. The product is C(C)(C)(C)OC(=O)N1CCC(CC1)SC1=CC=C(C=C1)OCC (1-tert-Butoxycarbonyl-4-[(4-ethoxyphenyl)sulfanyl]piperidine). Isolated yield 95.2%. Reaction SMILES: [C:1]([O:5][C:6]([N:8]1[CH2:13][CH2:12][CH:11]([S:14][C:15]2[CH:20]=[CH:19][C:18]([OH:21])=[CH:17][CH:16]=2)[CH2:10][CH2:9]1)=[O:7])([CH3:4])([CH3:3])[CH3:2].[CH2:22](I)[CH3:23].C(=O)([O-])[O-].[K+].[K+]>CN(C=O)C>[C:1]([O:5][C:6]([N:8]1[CH2:13][CH2:12][CH:11]([S:14][C:15]2[CH:20]=[CH:19][C:18]([O:21][CH2:22][CH3:23])=[CH:17][CH:16]=2)[CH2:10][CH2:9]1)=[O:7])([CH3:4])([CH3:2])[CH3:3] |f:2.3.4|. Procedure: A mixture of 1-tert-Butoxycarbonyl-4-[(4-hydroxyphenyl)sulfanyl]piperidine (3.09 g, 10.0 mmol), ethyl iodide (1.04 mL, 13.0 mmol), and potassium carbonate (1.80 g, 13.0 mmol) in DMF (15 mL) was stirred at 60° C. for 20 hours. The reaction mixture was evaporated under reduced pressure. The residue was diluted with ethyl acetate (40 mL), washed with water (10 mL), 0.5 N sodium hydroxide solution (10 mL×3), brine (10 mL). The organic layer was dried over anhydrous magnesium sulfate, filtered and ev... Starting materials: Cc1c[nH]c2c(C)cc(Br)cc12, [Na+], [Na+], O=C([O-])[O-], C1COCCO1, O. Product: Cc1c[nH]c2c(C)cc(C(=O)O)cc12. Reaction SMILES: [Br:1][c:2]1[cH:3][c:4]2[c:5]([CH3:12])[cH:6][nH:7][c:8]2[c:9]([CH3:11])[cH:10]1.[Na+:13].[Na+:14].[O-:15][C:16]([O-:17])=[O:18].[O:19]1[CH2:20][CH2:21][O:22][CH2:23][CH2:24]1.[OH2:25]>>[c:2]1([C:16](=[O:15])[OH:17])[cH:3][c:4]2[c:5]([CH3:12])[cH:6][nH:7][c:8]2[c:9]([CH3:11])[cH:10]1. The reactants are ICC=1N=C(OC1C1=CC=CC=C1)C1=CC=C(C=C1)C (4-iodomethyl-5-phenyl-2-p-tolyloxazole), C/C(=N\O)/C(=O)C (diacetylmonoxime), C1(=CC(=CC=C1)C=O)C (m-tolualdehyde). The product is ICC=1N=C(OC1C)C=1C=C(C=CC1)C (4-iodomethyl-5-methyl-2-m-tolyloxazole). As a reaction SMILES: [I:1][CH2:2][C:3]1[N:4]=[C:5]([C:14]2[CH:19]=[CH:18][C:17](C)=[CH:16][CH:15]=2)[O:6][C:7]=1[C:8]1C=CC=CC=1.[CH3:21]/C(/C(C)=O)=N\O.C1(C)C=CC=C(C=O)C=1>>[I:1][CH2:2][C:3]1[N:4]=[C:5]([C:14]2[CH:15]=[C:16]([CH3:21])[CH:17]=[CH:18][CH:19]=2)[O:6][C:7]=1[CH3:8]. Procedure: Analogously to the building block synthesis of 4-iodomethyl-5-phenyl-2-p-tolyloxazole, diacetylmonoxime and m-tolualdehyde gave 4-iodomethyl-5-methyl-2-m-tolyloxazole.